From a dataset of the Open Reaction Database (ORD), a public repository of structured organic reaction records. describe an organic reaction: reactants, conditions, products, and yield Starting materials: BrC1=CC=CC(=N1)C(C)=O (1-(6-bromopyridin-2-yl)ethanone), BrBr (bromine). Solvent: C(C)(=O)O (acetic acid). Run at time 75 minute. The product is BrCC(=O)C1=NC(=CC=C1)Br (2-Bromo-1-(6-bromopyridin-2-yl)ethanone). Reaction SMILES: [Br:1][C:2]1[N:7]=[C:6]([C:8](=[O:10])[CH3:9])[CH:5]=[CH:4][CH:3]=1.[Br:11]Br>C(O)(=O)C>[Br:11][CH2:9][C:8]([C:6]1[CH:5]=[CH:4][CH:3]=[C:2]([Br:1])[N:7]=1)=[O:10]. Reported procedure: A solution of 1-(6-bromopyridin-2-yl)ethanone (9.2 g, 46.0 mmol) in acetic acid (25 mL) was heated to 70° C. and bromine (2.4 mL, 46.0 mmol) was added dropwise over 30 minutes. After 75 minutes, the solution was cooled to room temperature and a yellow solid precipitated which was collected by filtration and washed with acetic acid (3×10 mL) The solid was then dissolved in a mixture of ethyl acetate (150 mL), hexanes (50 mL), and saturated aqueous sodium bicarbonate (75 mL). The layers were separ... Product: COC[C@H]1N(CCC1)S(=O)(=O)C1=CC=2C(C=3N(C2C=C1)CC1(CN3)CCC1)=O (8′-{[(2S)-2-(Methoxymethyl)pyrrolidin-1-yl]sulfonyl}spiro[cyclobutane-1,3′-pyrimido[1,2-a]indol]-10′(2′H)-one). RXN SMILES: [CH3:1][O:2][CH2:3][C@@H:4]1[CH2:8][CH2:7][CH2:6][N:5]1[S:9]([C:12]1[CH:13]=[C:14]2[C:18](=[CH:19][CH:20]=1)[NH:17][C:16](=O)[C:15]12[O:26]CCCO1)(=[O:11])=[O:10].Cl[CH2:28][C:29]1([C:33]#[N:34])[CH2:32][CH2:31][CH2:30]1>>[CH3:1][O:2][CH2:3][C@@H:4]1[CH2:8][CH2:7][CH2:6][N:5]1[S:9]([C:12]1[CH:20]=[CH:19][C:18]2[N:17]3[CH2:28][C:29]4([CH2:32][CH2:31][CH2:30]4)[CH2:33][N:34]=[C:16]3[C:15](=[O:26])[C:14]=2[CH:13]=1)(=[O:10])=[O:11]. Reactants: COC[C@H]1N(CCC1)S(=O)(=O)C=1C=C2C3(C(NC2=CC1)=O)OCCCO3 (5′-{[(2S)-2-(methoxymethyl)pyrrolidin-1-yl]sulfonyl}spiro[1,3-dioxane-2,3′-indol]-2′(1′H)-one), ClCC1(CCC1)C#N (1-chloromethyl-cyclobutanecarbonitrile). Reported procedure: The title compound was prepared as a yellow solid from 5′-{[(2S)-2-(methoxymethyl)pyrrolidin-1-yl]sulfonyl}spiro[1,3-dioxane-2,3′-indol]-2′(1′H)-one and 1-chloromethyl-cyclobutanecarbonitrile (Syn. Comm. 20(12) 1757, 1990) using a procedure similar to that of steps 3-5 of Example 12. NMR (400 Mz, DMSO-d6): consistent. MS: (ES−) m/z 402 [M−H]. m.p.: 146.8.8-147.4° C. The reactants are IC1=CC=CC=C1 (iodobenzene), formula 11, B1(OC(C(O1)(C)C)(C)C)B2OC(C(O2)(C)C)(C)C (bis(pinacolato)diborane), B([O-])([O-])[O-] (borate), BrC1=C(C(N(C1=O)C)=O)CC1=CN(C2=CC=CC=C12)C (4-bromo-3-(1-methylindol-3-ylmethyl)-1-methyl-pyrrole-2,5-dione). The reagents and catalysts are [Pd] (palladium), C1=CC=C(C=C1)P([C-]2C=CC=C2)C3=CC=CC=C3.C1=CC=C(C=C1)P([C-]2C=CC=C2)C3=CC=CC=C3.Cl[Pd]Cl.[Fe+2] (PdCl2(dppf)). The product is C1(=CC=CC=C1)C1=C(C(N(C1=O)C)=O)CC1=CN(C2=CC=CC=C12)C (4-phenyl-3-(1-methylindol-3-ylmethyl)-1-methylpyrrole-2,5-dione). Reaction SMILES: I[C:2]1[CH:7]=[CH:6][CH:5]=[CH:4][CH:3]=1.B1(B2OC(C)(C)C(C)(C)O2)OC(C)(C)C(C)(C)O1.B([O-])([O-])[O-].Br[C:31]1[C:35](=[O:36])[N:34]([CH3:37])[C:33](=[O:38])[C:32]=1[CH2:39][C:40]1[C:48]2[C:43](=[CH:44][CH:45]=[CH:46][CH:47]=2)[N:42]([CH3:49])[CH:41]=1>[Pd].C1C=CC(P(C2C=CC=CC=2)[C-]2C=CC=C2)=CC=1.C1C=CC(P(C2C=CC=CC=2)[C-]2C=CC=C2)=CC=1.Cl[Pd]Cl.[Fe+2]>[C:2]1([C:31]2[C:35](=[O:36])[N:34]([CH3:37])[C:33](=[O:38])[C:32]=2[CH2:39][C:40]2[C:48]3[C:43](=[CH:44][CH:45]=[CH:46][CH:47]=3)[N:42]([CH3:49])[CH:41]=2)[CH:7]=[CH:6][CH:5]=[CH:4][CH:3]=1 |f:5.6.7.8|. Procedure details: Treatment of an iodobenzene of formula 11 with bis(pinacolato)diborane in the presence of a palladium catalyst such as PdCl2(dppf), followed by coupling of the resulting borate with a 4-bromo-3-(1-methylindol-3-ylmethyl)-1-methyl-pyrrole-2,5-dione 12 under Suzuki reaction conditions provides a 4-phenyl-3-(1-methylindol-3-ylmethyl)-1-methylpyrrole-2,5-dione 13. Compounds of formula 12 can be prepared by methods well known in the art. For example, 4-bromo-3-(1-methylindol-3-yl)-1-methylpyrrole-2,5... Starting materials: NC=1SC=C(N1)/C(/C(=O)NC1[C@@H]2N(C(=C(CS2)\C=C/CC)C(=O)O)C1=O)=N/OC (7-[(Z)-2-(2-aminothiazol-4-yl)-2-methoxyiminoacetamido]-3-[(Z)-1-butenyl]-3-cephem-4-carboxylic acid), C(=O)([O-])[O-].[K+].[K+] (K2CO3), C(C)(=O)OC(C)Br (1-bromoethyl acetate). Run in C(C)(=O)OCC (ethyl acetate), CN(C)C=O (DMF). Reaction conditions: temperature 5 celsius, time 1 hour. The product is NC=1SC=C(N1)/C(/C(=O)NC1[C@@H]2N(C(=C(CS2)\C=C/CC)C(=O)OC(C)OC(C)=O)C1=O)=N/OC (1-Acetoxyethyl 7-[(Z)-2-(2-aminothiazol-4-yl)-2-methoxyiminoacetamido]-3-[(Z)-1-butenyl]-3-cephem-4-carboxylate). Isolated yield 69.6%. Reaction SMILES: [NH2:1][C:2]1[S:3][CH:4]=[C:5](/[C:7](=[N:27]/[O:28][CH3:29])/[C:8]([NH:10][CH:11]2[C:25](=[O:26])[N:13]3[C:14]([C:22]([OH:24])=[O:23])=[C:15](/[CH:18]=[CH:19]\[CH2:20][CH3:21])[CH2:16][S:17][C@H:12]23)=[O:9])[N:6]=1.C([O-])([O-])=O.[K+].[K+].[C:36]([O:39][CH:40](Br)[CH3:41])(=[O:38])[CH3:37]>CN(C=O)C.C(OCC)(=O)C>[NH2:1][C:2]1[S:3][CH:4]=[C:5](/[C:7](=[N:27]/[O:28][CH3:29])/[C:8]([NH:10][CH:11]2[C:25](=[O:26])[N:13]3[C:14]([C:22]([O:24][CH:40]([O:39][C:36](=[O:38])[CH3:37])[CH3:41])=[O:23])=[C:15](/[CH:18]=[CH:19]\[CH2:20][CH3:21])[CH2:16][S:17][C@H:12]23)=[O:9])[N:6]=1 |f:1.2.3|. Procedure details: To a mixture of 7-[(Z)-2-(2-aminothiazol-4-yl)-2-methoxyiminoacetamido]-3-[(Z)-1-butenyl]-3-cephem-4-carboxylic acid (1.55 g, 3.54 mmoles) and K2CO3 (636 mg, 4.6 mmoles) in DMF (4 ml) was added at 5° C. 1-bromoethyl acetate (769 mg, 4.6 mmoles). The mixture was stirred at 5° C. for 1 hour, diluted with ethyl acetate (300 ml), washed with water, dried over anhydrous MgSO4 and concentrated in vacuo. The residue was dissolved in chloroform and chromatographed on a silica gel column (50 g) with 1% m... Starting materials: O=Cc1ccccc1C(=O)O, CC(C)(S)C(N)C(=O)O, O. Yields the product CC1(C)SC(c2ccccc2C(=O)O)NC1C(=O)O. RXN SMILES: [C:1](=[O:2])([OH:3])[c:4]1[c:5]([CH:6]=[O:7])[cH:8][cH:9][cH:10][cH:11]1.[NH2:12][CH:13]([C:14]([CH3:15])([CH3:16])[SH:17])[C:18](=[O:19])[OH:20].[OH2:21]>>[C:1](=[O:2])([OH:3])[c:4]1[c:5]([CH:6]2[NH:12][CH:13]([C:18](=[O:19])[OH:20])[C:14]([CH3:15])([CH3:16])[S:17]2)[cH:8][cH:9][cH:10][cH:11]1. Starting materials: CCCCO, C1CN(C2CC2)CCN1, [Cl-], N#Cc1ccc2nc(Cl)sc2c1, [NH4+]. The product is N#Cc1ccc2nc(N3CCN(C4CC4)CC3)sc2c1. RXN SMILES: [CH3:24][CH2:25][CH2:26][CH2:27][OH:28].[CH:13]1([N:16]2[CH2:17][CH2:18][NH:19][CH2:20][CH2:21]2)[CH2:14][CH2:15]1.[Cl-:22].[Cl:1][c:2]1[s:3][c:4]2[c:5]([n:6]1)[cH:7][cH:8][c:9]([C:11]#[N:12])[cH:10]2.[NH4+:23]>>[c:2]1([N:19]2[CH2:18][CH2:17][N:16]([CH:13]3[CH2:14][CH2:15]3)[CH2:21][CH2:20]2)[s:3][c:4]2[c:5]([n:6]1)[cH:7][cH:8][c:9]([C:11]#[N:12])[cH:10]2. Isolated yield 82.2%. Conditions: temperature 100 celsius. Run in C(C)(=O)O (acetic acid). As a reaction SMILES: [CH2:1]([N:3]1[C:12]2[C:7](=[CH:8][C:9]([F:33])=[C:10]([N:13]3[CH2:18][CH2:17][NH:16][CH:15]([C:19]4[CH:23]=[CH:22][N:21](S(C5C=CC=CC=5)(=O)=O)[CH:20]=4)[CH2:14]3)[CH:11]=2)[C:6](=[O:34])[C:5]([C:35]([OH:37])=[O:36])=[CH:4]1)[CH3:2].[OH-].[Na+].O1CCOCC1>C(O)(=O)C>[CH2:1]([N:3]1[C:12]2[C:7](=[CH:8][C:9]([F:33])=[C:10]([N:13]3[CH2:18][CH2:17][NH:16][CH:15]([C:19]4[CH:23]=[CH:22][NH:21][CH:20]=4)[CH2:14]3)[CH:11]=2)[C:6](=[O:34])[C:5]([C:35]([OH:37])=[O:36])=[CH:4]1)[CH3:2] |f:1.2|. Procedure: A mixture of 299 mg of 1-ethyl-6 -fluoro-1,4-dihydro-4-oxo-7-[3-[1-(phenylsulfonyl)-1H-pyrrol-3-yl]-1-piperazinyl]-3-quinolinecarboxylic acid 3 ml of 1N sodium hydroxide and 10 ml of dioxane was heated at 100° C. for 4 hours, then allowed to cool and neutralized to pH 7 with 10% acetic acid. The solvents were evaporated until a solid formed. This solid was collected, washed with water, methanol and ether and dried, giving 180 mg of the desired product, mp 220° C. Yields the product C(C)N1C=C(C(C2=CC(=C(C=C12)N1CC(NCC1)C1=CNC=C1)F)=O)C(=O)O (1-Ethyl-6-fluoro-1,4-dihydro-4-oxo-7-[3-(1H-pyrrol-3-yl)-1-piperazinyl]-3-quinolinecarboxylic acid). The reactants are C(C)N1C=C(C(C2=CC(=C(C=C12)N1CC(NCC1)C1=CN(C=C1)S(=O)(=O)C1=CC=CC=C1)F)=O)C(=O)O (1-ethyl-6 -fluoro-1,4-dihydro-4-oxo-7-[3-[1-(phenylsulfonyl)-1H-pyrrol-3-yl]-1-piperazinyl]-3-quinolinecarboxylic acid), [OH-].[Na+] (sodium hydroxide), O1CCOCC1 (dioxane). The reactants are ClC=1C=C2C=C(C(NC2=CC1)=O)C1=CC=CC=C1 (6-Chloro-3-phenylquinolin-2-one), P(=O)(Cl)(Cl)Cl (phosphorus oxychloride). Solvent: ice water. Product: ClC1=NC2=CC=C(C=C2C=C1C1=CC=CC=C1)Cl (2,6-dichloro-3-phenylquinoline). Reaction SMILES: [Cl:1][C:2]1[CH:3]=[C:4]2[C:9](=[CH:10][CH:11]=1)[NH:8][C:7](=O)[C:6]([C:13]1[CH:18]=[CH:17][CH:16]=[CH:15][CH:14]=1)=[CH:5]2.P(Cl)(Cl)([Cl:21])=O>>[Cl:21][C:7]1[C:6]([C:13]2[CH:18]=[CH:17][CH:16]=[CH:15][CH:14]=2)=[CH:5][C:4]2[C:9](=[CH:10][CH:11]=[C:2]([Cl:1])[CH:3]=2)[N:8]=1. Procedure: 6-Chloro-3-phenylquinolin-2-one (6.7 gm.) and phosphorus oxychloride (100 ml.) were heated together under reflux for 2 hr. The reaction mixture was then poured into ice water (1000 ml.) and extracted with ethyl acetate (3×100 ml.). The ethyl acetate extract was washed with water (3×50 ml.) and dried (Na2SO4), and the solvent was evaporated. The resulting solid was crystallised from ethanol to give 2,6-dichloro-3-phenylquinoline, m.p. 147°-9°. Reactants: CC1(NC(CC(C1)O)(C)C)C (2,2,6,6-tetramethylpiperidin-4-ol), C1C(C)O1 (propylene oxide). Procedure details: A mixture of 3.14 parts of 2,2,6,6-tetramethylpiperidin-4-ol, 10 parts of propylene oxide and 10 parts of isopropanol was charged to an autoclave. A pressure of 100 atmospheres of nitrogen was applied and the mixture heated at 160°C for 6 hours. The isopropanol solvent and unreacted propylene oxide were removed by distillation under reduced pressure. Crystallisation of the residue from cyclohexane gave 3.0 parts of 1[2-hydroxypropyl]-2,2,6,6-tetramethylpiperidin-4-ol having a melting point of 97... The solvent is C(C)(C)O (isopropanol). Reaction SMILES: [CH3:1][C:2]1([CH3:11])[CH2:7][CH:6]([OH:8])[CH2:5][C:4]([CH3:10])([CH3:9])[NH:3]1.[CH2:12]1[O:15][CH:13]1[CH3:14]>C(O)(C)C>[OH:15][CH:13]([CH3:14])[CH2:12][N:3]1[C:4]([CH3:10])([CH3:9])[CH2:5][CH:6]([OH:8])[CH2:7][C:2]1([CH3:11])[CH3:1]. Product: OC(CN1C(CC(CC1(C)C)O)(C)C)C (1[2-hydroxypropyl]-2,2,6,6-tetramethylpiperidin-4-ol). Run at temperature 160 celsius.